This data is from the Open Reaction Database (ORD), a public repository of structured organic reaction records. The task is: describe an organic reaction: reactants, conditions, products, and yield The reactants are C(#N)C1=C(N(C(C=C1)=O)C1=CC=CC=C1)[S-].[Na+] (Sodium 3-cyano-6-oxo-1-phenyl-1,6-dihydropyridine-2-thiolate), ClCC#N (chloracetonitrile), O (water). Solvent: CC#N (MeCN). Yields the product NC1=C(SC=2N(C(C=CC21)=O)C2=CC=CC=C2)C#N (3-Amino-6-oxo-7-phenyl-6,7-dihydrothieno[2,3-b]pyridine-2-carbonitrile). As a reaction SMILES: [C:1]([C:3]1[CH:8]=[CH:7][C:6](=[O:9])[N:5]([C:10]2[CH:15]=[CH:14][CH:13]=[CH:12][CH:11]=2)[C:4]=1[S-:16])#[N:2].[Na+].Cl[CH2:19][C:20]#[N:21].O>CC#N>[NH2:2][C:1]1[C:3]2[CH:8]=[CH:7][C:6](=[O:9])[N:5]([C:10]3[CH:15]=[CH:14][CH:13]=[CH:12][CH:11]=3)[C:4]=2[S:16][C:19]=1[C:20]#[N:21] |f:0.1|. Reported procedure: A mixture of Example 1 (100 g at 100%) and chloracetonitrile (30.4 mL) in MeCN (500 mL) was heated at reflux for 2 h. The mixture was cooled, initially to 40° C. when water (300 mL) was added, and then to +10° C. The reaction was maintained at +10° C. for at least 1 h when the product was recovered by filtration. The filter cake was washed with cold (+10° C.) H2O (500 mL) followed by a cold (+10° C.) mixture of MeCN and H2O (1:1, 300 mL). The product was dried under vacuum at 50° C. to constant ... Starting materials: CCOC(C)=O, CC(C)CC(NC(=O)OC(C)(C)C)C(=O)N1CCN(c2ccccn2)CC1, Cl. Yields the product CC(C)CC(N)C(=O)N1CCN(c2ccccn2)CC1. Reaction SMILES: [CH3:29][CH2:30][O:31][C:32](=[O:33])[CH3:34].[CH3:2][CH:3]([CH2:4][CH:5]([C:6](=[O:7])[N:8]1[CH2:9][CH2:10][N:11]([c:14]2[n:15][cH:16][cH:17][cH:18][cH:19]2)[CH2:12][CH2:13]1)[NH:20][C:21](=[O:22])[O:23][C:24]([CH3:25])([CH3:26])[CH3:27])[CH3:28].[ClH:1]>>[CH3:2][CH:3]([CH2:4][CH:5]([C:6](=[O:7])[N:8]1[CH2:9][CH2:10][N:11]([c:14]2[n:15][cH:16][cH:17][cH:18][cH:19]2)[CH2:12][CH2:13]1)[NH2:20])[CH3:28]. The reactants are S(=O)(Cl)Cl (thionyl chloride), C(O)([O-])=O.[Na+] (sodium hydrogen carbonate), C(CCCCC(=O)[O-])(=O)OC (Monomethyl adipate), NC1=C(OC2=C1C=CC=C2)C(=O)NC2=NC=C(C=C2)Cl (3-amino-N-(5-chloropyridin-2-yl)benzofuran-2-carboxamide). Reagents/catalysts: CN(C=O)C (N,N-dimethylformamide). The solvent is N1=CC=CC=C1 (pyridine), C(Cl)(Cl)Cl (chloroform). Reaction conditions: time 20 minute. Yields the product ClC=1C=CC(=NC1)NC(=O)C=1OC2=C(C1NC(CCCCC(=O)OC)=O)C=CC=C2 (methyl 6-[(2-{[(5-chloropyridin-2-yl)amino]carbonyl}benzofuran-3-yl)amino]-6-oxohexanoate). Isolated yield 90.3%. RXN SMILES: [C:1]([O:10][CH3:11])(=[O:9])[CH2:2][CH2:3][CH2:4][CH2:5][C:6]([O-:8])=O.S(Cl)(Cl)=O.[NH2:16][C:17]1[C:21]2[CH:22]=[CH:23][CH:24]=[CH:25][C:20]=2[O:19][C:18]=1[C:26]([NH:28][C:29]1[CH:34]=[CH:33][C:32]([Cl:35])=[CH:31][N:30]=1)=[O:27].C(=O)([O-])O.[Na+]>C(Cl)(Cl)Cl.CN(C)C=O.N1C=CC=CC=1>[Cl:35][C:32]1[CH:33]=[CH:34][C:29]([NH:28][C:26]([C:18]2[O:19][C:20]3[CH:25]=[CH:24][CH:23]=[CH:22][C:21]=3[C:17]=2[NH:16][C:6](=[O:8])[CH2:5][CH2:4][CH2:3][CH2:2][C:1]([O:10][CH3:11])=[O:9])=[O:27])=[N:30][CH:31]=1 |f:3.4|. Procedure: Monomethyl adipate (2.55 g) is dissolved in chloroform (35 ml) and there to are added thionyl chloride (1.25 ml) and N,N-dimethylformamide (2 drops) at room temperature. The mixture is stirred at the same temperature for 3 hours and 20 minutes, and thereto are added 3-amino-N-(5-chloropyridin-2-yl)benzofuran-2-carboxamide (3.50 g) obtained in Reference Example 80 and pyridine (5.0 ml). After stirring for 14.5 hours at room temperature, a saturated aqueous sodium hydrogen carbonate solution is ad... Starting materials: CC1=C(C(=CC=C1)C)NC(CC(C)=O)=O (N-(2,6-dimethylphenyl)-3-oxo-butanamide), CN(N)C (N,N-dimethylhydrazine), raw materials. Product: CC1=C(C(=CC=C1)C)NC(=O)C1=C(OC(=CC1=O)C)C (N-(2,6-dimethylphenyl)-2,6-dimethyl-4-oxo-4H-pyran-3-carboxamide). Yield: 63.0%. As a reaction SMILES: [CH3:1][C:2]1[CH:7]=[CH:6][CH:5]=[C:4]([CH3:8])[C:3]=1[NH:9][C:10](=[O:15])[CH2:11][C:12](=[O:14])[CH3:13].CN(C)N>>[CH3:1][C:2]1[CH:7]=[CH:6][CH:5]=[C:4]([CH3:8])[C:3]=1[NH:9][C:10]([C:11]1[C:10](=[O:15])[CH:11]=[C:12]([CH3:13])[O:14][C:12]=1[CH3:13])=[O:15]. Procedure details: The title compound was prepared from N-(2,6-dimethylphenyl)-3-oxo-butanamide and N,N-dimethylhydrazine as the raw materials in a similar manner to the method described in Example 2. (Yield: 63%). The reactants are [F-].[K+] (KF), C(CCC)[Sn](C(=C)OCC)(CCCC)CCCC (Tributyl(1-ethoxyvinyl)stannane), BrC=1C=CC=2C3=C(COC2C1)C=C(S3)C(C)=O (1-(7-bromo-4H-thieno[3,2-c]chromen-2-yl)ethanone). The reagents and catalysts are C=1C=CC(=CC1)[P](C=2C=CC=CC2)(C=3C=CC=CC3)[Pd]([P](C=4C=CC=CC4)(C=5C=CC=CC5)C=6C=CC=CC6)([P](C=7C=CC=CC7)(C=8C=CC=CC8)C=9C=CC=CC9)[P](C=1C=CC=CC1)(C=1C=CC=CC1)C=1C=CC=CC1 (Pd(PPh3)4), C1=CC=C(C=C1)P([C-]2C=CC=C2)C3=CC=CC=C3.C1=CC=C(C=C1)P([C-]2C=CC=C2)C3=CC=CC=C3.Cl[Pd]Cl.[Fe+2].C(Cl)Cl (PdCl2(dppf) CH2Cl2). The solvent is O1CCOCC1 (dioxane), O1CCOCC1 (dioxane). Reaction conditions: time 15 minute. Yields the product S1C(=CC=2COC=3C=C(C=CC3C21)C(C)=O)C(C)=O (1,1′-(4H-thieno[3,2-c]chromene-2,7-diyl)diethanone). Isolated yield 93.2%. As a reaction SMILES: Br[C:2]1[CH:3]=[CH:4][C:5]2[C:6]3[S:14][C:13]([C:15](=[O:17])[CH3:16])=[CH:12][C:7]=3[CH2:8][O:9][C:10]=2[CH:11]=1.C([Sn](CCCC)(CCCC)[C:23]([O:25]CC)=[CH2:24])CCC.[F-].[K+]>O1CCOCC1.C1C=CC([P]([Pd]([P](C2C=CC=CC=2)(C2C=CC=CC=2)C2C=CC=CC=2)([P](C2C=CC=CC=2)(C2C=CC=CC=2)C2C=CC=CC=2)[P](C2C=CC=CC=2)(C2C=CC=CC=2)C2C=CC=CC=2)(C2C=CC=CC=2)C2C=CC=CC=2)=CC=1.C1C=CC(P(C2C=CC=CC=2)[C-]2C=CC=C2)=CC=1.C1C=CC(P(C2C=CC=CC=2)[C-]2C=CC=C2)=CC=1.Cl[Pd]Cl.[Fe+2].C(Cl)Cl>[S:14]1[C:6]2[C:5]3[CH:4]=[CH:3][C:2]([C:23](=[O:25])[CH3:24])=[CH:11][C:10]=3[O:9][CH2:8][C:7]=2[CH:12]=[C:13]1[C:15](=[O:17])[CH3:16] |f:2.3,6.7.8.9.10,^1:47,49,68,87|. Procedure details: A solution of 1-(7-bromo-4H-thieno[3,2-c]chromen-2-yl)ethanone (1b) (14 g, 45.3 mmol) in 300 ml of anhydrous dioxane was degassed by passing nitrogen gas for 45 min. Tributyl(1-ethoxyvinyl)stannane (16.35 g, 45.3 mmol) was added to it followed by Pd(PPh3)4 (4.19 g, 3.62 mmol) and PdCl2(dppf)-CH2Cl2 adduct (2.65 g, 3.62 mmol) and the solution was heated at 90 OC for overnight. After cooling, the volume of dioxane was reduced, and a saturated solution of KF was added to it and stirred for 15 min.,... Starting materials: CCO, CCOC(=O)CNC(=O)C=C(c1ccc(Cl)cc1)c1ccc(Cl)cc1, Cl, [Na+], [OH-], O. Product: O=C(O)CNC(=O)C=C(c1ccc(Cl)cc1)c1ccc(Cl)cc1. RXN SMILES: [CH3:28][CH2:29][OH:30].[Cl:1][c:2]1[cH:3][cH:4][c:5]([C:8](=[CH:9][C:10](=[O:11])[NH:12][CH2:13][C:14](=[O:15])[O:16][CH2:17][CH3:18])[c:19]2[cH:20][cH:21][c:22]([Cl:25])[cH:23][cH:24]2)[cH:6][cH:7]1.[ClH:31].[Na+:27].[OH-:26].[OH2:32]>>[Cl:1][c:2]1[cH:3][cH:4][c:5]([C:8](=[CH:9][C:10](=[O:11])[NH:12][CH2:13][C:14](=[O:15])[OH:16])[c:19]2[cH:20][cH:21][c:22]([Cl:25])[cH:23][cH:24]2)[cH:6][cH:7]1. The reactants are [C@H]12[C@H](NC[C@@H]2C1)CNC(=O)C=1C=CC=C2C1C=CO2 (Benzofuran-4-carboxylic acid[(1S,2S,5R)-1-(3-aza-bicyclo[3.1.0]hex-2-yl)methyl]-amide), FC=1C=C(C=CC1)C1=C(N=C(S1)C)C(=O)O (5-(3-Fluoro-phenyl)-2-methyl-thiazole-4-carboxylic acid). The product is FC=1C=C(C=CC1)C1=C(N=C(S1)C)C(=O)N1[C@@H]([C@H]2C[C@H]2C1)CNC(=O)C=1C=CC=C2C1C=CO2 (Benzofuran-4-carboxylic acid{(1S,2S,5R)-3-[5-(3-fluoro-phenyl)-2-methyl-thiazole-4-carbonyl]-3-aza-bicyclo[3.1.0]hex-2-ylmethyl}-amide). As a reaction SMILES: [C@H:1]12[CH2:6][C@H:5]1[CH2:4][NH:3][C@@H:2]2[CH2:7][NH:8][C:9]([C:11]1[CH:12]=[CH:13][CH:14]=[C:15]2[O:19][CH:18]=[CH:17][C:16]=12)=[O:10].[F:20][C:21]1[CH:22]=[C:23]([C:27]2[S:31][C:30]([CH3:32])=[N:29][C:28]=2[C:33](O)=[O:34])[CH:24]=[CH:25][CH:26]=1>>[F:20][C:21]1[CH:22]=[C:23]([C:27]2[S:31][C:30]([CH3:32])=[N:29][C:28]=2[C:33]([N:3]2[CH2:4][C@H:5]3[C@H:1]([CH2:6]3)[C@H:2]2[CH2:7][NH:8][C:9]([C:11]2[CH:12]=[CH:13][CH:14]=[C:15]3[O:19][CH:18]=[CH:17][C:16]=23)=[O:10])=[O:34])[CH:24]=[CH:25][CH:26]=1. Reported procedure: prepared by reaction of Benzofuran-4-carboxylic acid[(1S,2S,5R)-1-(3-aza-bicyclo[3.1.0]hex-2-yl)methyl]-amide with 5-(3-Fluoro-phenyl)-2-methyl-thiazole-4-carboxylic acid. LC-MS (basic): tR=0.90 min; [M+H]+=476.0.